This data is from the Open Reaction Database (ORD), a public repository of structured organic reaction records. The task is: describe an organic reaction: reactants, conditions, products, and yield The reactants are steel, mCH3, [Rh(COD)2 ]PF6, FC(C(=O)[O-])(F)F.C(CCC)[N+](CCCC)(CCCC)CCCC (tetrabutylammonium trifluoroacetate), O=O (O2), CC1(COC(=O)C1=O)C (ketopantolactone), CC(C)(C)OC(=O)N1C[C@H](C[C@H]1CP(C2=CC=CC=C2)C3=CC=CC=C3)P(C4=CC=CC=C4)C5=CC=CC=C5 (BPPM). The solvent is C1(=CC=CC=C1)C (toluene). Conditions: time 1.2 hour. The product is CC1(COC(=O)[C@@H]1O)C ((R)-pantolactone). As a reaction SMILES: O=O.[CH3:3][C:4]1([CH3:11])[C:9](=[O:10])[C:7](=[O:8])[O:6][CH2:5]1.CC(OC(N1[C@H](CP(C2C=CC=CC=2)C2C=CC=CC=2)C[C@H](P(C2C=CC=CC=2)C2C=CC=CC=2)C1)=O)(C)C.FC(F)(F)C([O-])=O.C([N+](CCCC)(CCCC)CCCC)CCC>C1(C)C=CC=CC=1>[CH3:3][C:4]1([CH3:11])[C@@H:9]([OH:10])[C:7](=[O:8])[O:6][CH2:5]1 |f:3.4|. Procedure details: A 500 ml steel autoclave was loaded in a glove box (O2 -content less than 1 ppm) with 40.0 g (0.31 mol) of ketopantolactone, 210 ml of toluene, 180.6 mg (0.389 mmol) of [Rh(COD)2 ]PF6, 237.3 mg (0.389 mmol) of mCH3 --BPPM and 138.3 mg (0.389 mmol) of tetrabutylammonium trifluoroacetate. The hydrogenation was carried out at a constant pressure of 40 bar of H2 at 30° C. and with intensive stirring. By virtue of the exothermic reaction the temperature rose to 55° C. A conversion of above 99% was ac... Reactants: COC1=CC=C2C=C(CCC2=C1)C(=O)O (7-methoxy-1,2-dihydro-3-naphthoic acid). The reagents and catalysts are [C].[Pd] (palladium-carbon). The solvent is CO (methanol). Yields the product COC=1C=C2CCC(CC2=CC1)C(=O)O (6-methoxy-1,2,3,4-tetrahydro-2-naphthoic acid). RXN SMILES: [CH3:1][O:2][C:3]1[CH:12]=[C:11]2[C:6]([CH:7]=[C:8]([C:13]([OH:15])=[O:14])[CH2:9][CH2:10]2)=[CH:5][CH:4]=1>[C].[Pd].CO>[CH3:1][O:2][C:3]1[CH:12]=[C:11]2[C:6](=[CH:5][CH:4]=1)[CH2:7][CH:8]([C:13]([OH:15])=[O:14])[CH2:9][CH2:10]2 |f:1.2|. Reported procedure: A mixture of 7-methoxy-1,2-dihydro-3-naphthoic acid (0.22 g), 5% palladium-carbon (0.1 g) and methanol (20 ml) is subjected to catalytic reduction at room temperature under atmospheric pressure of H2. After hydrogen absorption has ceased, the catalyst is filtered off, and the filtrate is evaporated to dryness under reduced pressure to give 6-methoxy-1,2,3,4-tetrahydro-2-naphthoic acid as colorless powder. To this product are added 1-(3,4,5-trimethoxybenzyl)piperazine dihydrochloride (0.4 g), tri... Starting materials: COC1=CC=C(C=C1)[C@@H]1SC2=C(N(C([C@@H]1OCC(=O)OCC)=O)CCN(CCC1=CC=C(C=C1)OC)C)C=CC=C2 ((+)-cis-2-(4-methoxyphenyl)-3-(ethoxycarbonylmethyl)oxy-5-{2-[N-methyl-N-(4-methoxyphenethyl)amino]ethyl}-2,3-dihydro-1,5-benzothiazepin-4(5H)-one), [OH-].[Na+] (sodium hydroxide), O (water). Solvent: CO (methanol). Conditions: time 8 hour. The product is COC1=CC=C(C=C1)[C@@H]1SC2=C(N(C([C@@H]1OCC(=O)O)=O)CCN(CCC1=CC=C(C=C1)OC)C)C=CC=C2 ((+)-cis- 2-(4-methoxyphenyl)-3-(carboxymethyl)oxy-5-{2-[N-methyl-N-(4-methoxyphenethyl)amino]ethyl}-2,3-dihydro-1,5-benzothiazepin-4-(5H)-one). Isolated yield 88.9%. Reaction SMILES: [CH3:1][O:2][C:3]1[CH:8]=[CH:7][C:6]([C@H:9]2[C@@H:15]([O:16][CH2:17][C:18]([O:20]CC)=[O:19])[C:14](=[O:23])[N:13]([CH2:24][CH2:25][N:26]([CH3:37])[CH2:27][CH2:28][C:29]3[CH:34]=[CH:33][C:32]([O:35][CH3:36])=[CH:31][CH:30]=3)[C:12]3[CH:38]=[CH:39][CH:40]=[CH:41][C:11]=3[S:10]2)=[CH:5][CH:4]=1.[OH-].[Na+].O>CO>[CH3:1][O:2][C:3]1[CH:4]=[CH:5][C:6]([C@H:9]2[C@@H:15]([O:16][CH2:17][C:18]([OH:20])=[O:19])[C:14](=[O:23])[N:13]([CH2:24][CH2:25][N:26]([CH3:37])[CH2:27][CH2:28][C:29]3[CH:30]=[CH:31][C:32]([O:35][CH3:36])=[CH:33][CH:34]=3)[C:12]3[CH:38]=[CH:39][CH:40]=[CH:41][C:11]=3[S:10]2)=[CH:7][CH:8]=1 |f:1.2|. Reported procedure: A mixture of (+)-cis-2-(4-methoxyphenyl)-3-(ethoxycarbonylmethyl)oxy-5-{2-[N-methyl-N-(4-methoxyphenethyl)amino]ethyl}-2,3-dihydro-1,5-benzothiazepin-4(5H)-one (5.4 g), sodium hydroxide (423 mg), water (50 ml) and methanol (50 ml) is stirred at room temperature overnight. The reaction mixture is concentrated under reduced pressure, and water is added to the resulting residue. The mixture is washed with ether, and the pH value thereof is adjusted to 4 with 10% hydrochloric acid, and then extracte... Reactants: CO, ClC(Cl)Cl, Brc1ccc(OCCN2CCCC2)nc1, OB(O)c1cc2ccccc2s1. The product is c1ccc2sc(-c3ccc(OCCN4CCCC4)nc3)cc2c1. Reaction SMILES: [CH3:28][OH:29].[Cl:30][CH:31]([Cl:32])[Cl:33].[N:13]1([CH2:18][CH2:19][O:20][c:21]2[n:22][cH:23][c:24]([Br:27])[cH:25][cH:26]2)[CH2:14][CH2:15][CH2:16][CH2:17]1.[s:1]1[c:2]2[c:3]([cH:4][c:5]1[B:6]([OH:7])[OH:8])[cH:9][cH:10][cH:11][cH:12]2>>[s:1]1[c:2]2[c:3]([cH:4][c:5]1-[c:24]1[cH:23][n:22][c:21]([O:20][CH2:19][CH2:18][N:13]3[CH2:14][CH2:15][CH2:16][CH2:17]3)[cH:26][cH:25]1)[cH:9][cH:10][cH:11][cH:12]2.